The task is: describe an organic reaction: reactants, conditions, products, and yield. This data is from the Open Reaction Database (ORD), a public repository of structured organic reaction records. Reactants: O=C(OOC(=O)c1ccccc1)c1ccccc1, ClC(Cl)(Cl)Cl, Cc1ccc2ncnc(Cl)c2c1, O=C1CCC(=O)N1Br. The product is Clc1ncnc2ccc(CBr)cc12. Reaction SMILES: [C:21]([O:22][O:23][C:24](=[O:25])[c:26]1[cH:27][cH:28][cH:29][cH:30][cH:31]1)(=[O:32])[c:33]1[cH:34][cH:35][cH:36][cH:37][cH:38]1.[C:39]([Cl:40])([Cl:41])([Cl:42])[Cl:43].[Cl:1][c:2]1[n:3][cH:4][n:5][c:6]2[cH:7][cH:8][c:9]([CH3:12])[cH:10][c:11]12.[O:13]=[C:14]1[N:15]([Br:20])[C:16](=[O:17])[CH2:18][CH2:19]1>>[Cl:1][c:2]1[n:3][cH:4][n:5][c:6]2[cH:7][cH:8][c:9]([CH2:12][Br:20])[cH:10][c:11]12. Reactants: C(C)OC(CCCCCN1CCN(CC1)C(C1=CC(=CC=C1)[C@H](C1=CC(=CC=C1)O)N1[C@H](CN[C@@H](C1)C)C)=O)=O (6-(4-{3-[(R)-((2S,5 R)-2,5-dimethyl-piperazin-1-yl)-(3-hydroxy-phenyl)-methyl]-benzoyl}-piperazin-1-yl)-hexanoic acid ethyl ester), C1(CC1)C=O (cyclopropanecarboxaldehyde). Yields the product C(C)OC(CCCCCN1CCN(CC1)C(C1=CC(=CC=C1)[C@H](C1=CC(=CC=C1)O)N1[C@H](CN([C@@H](C1)C)CC1CC1)C)=O)=O (6-(4-{3-[(R)-((2S,5R)-4-Cyclopropylmethyl-2,5-dimethyl-piperazin-1-yl)-(3-hydroxy-phenyl)-methyl]-benzoyl}-piperazin-1-yl)-hexanoic acid ethyl ester). The yield is 38.3%. Reaction SMILES: [CH2:1]([O:3][C:4](=[O:40])[CH2:5][CH2:6][CH2:7][CH2:8][CH2:9][N:10]1[CH2:15][CH2:14][N:13]([C:16](=[O:39])[C:17]2[CH:22]=[CH:21][CH:20]=[C:19]([C@@H:23]([N:31]3[CH2:36][C@@H:35]([CH3:37])[NH:34][CH2:33][C@@H:32]3[CH3:38])[C:24]3[CH:29]=[CH:28][CH:27]=[C:26]([OH:30])[CH:25]=3)[CH:18]=2)[CH2:12][CH2:11]1)[CH3:2].[CH:41]1([CH:44]=O)[CH2:43][CH2:42]1>>[CH2:1]([O:3][C:4](=[O:40])[CH2:5][CH2:6][CH2:7][CH2:8][CH2:9][N:10]1[CH2:11][CH2:12][N:13]([C:16](=[O:39])[C:17]2[CH:22]=[CH:21][CH:20]=[C:19]([C@@H:23]([N:31]3[CH2:36][C@@H:35]([CH3:37])[N:34]([CH2:44][CH:41]4[CH2:43][CH2:42]4)[CH2:33][C@@H:32]3[CH3:38])[C:24]3[CH:29]=[CH:28][CH:27]=[C:26]([OH:30])[CH:25]=3)[CH:18]=2)[CH2:14][CH2:15]1)[CH3:2]. Reported procedure: The title compound was made by a procedure identical to that of Example 96 with 1.50 g of 6-(4-{3-[(R)-((2S,5 R)-2,5-dimethyl-piperazin-1-yl)-(3-hydroxy-phenyl)-methyl]-benzoyl}-piperazin-1-yl)-hexanoic acid ethyl ester (2.72 mmol) and 0.38 g of cyclopropanecarboxaldehyde (5.5 mmol) to give 0.63 g of desired compound as a white solid. 1H NMR (300 MHz, d6-DMSO): □ 0.02-0.03 (m, 2H); 0.38-0.41 (d, J=7.7 Hz, 2H); 0.73-0.75 (m, 1H); 0.86-0.88 (d, J=5.7 Hz, 3H); 1.08-1.10 (d, J=6.0 Hz, 3H); 1.12-1.17... Reactants: C(C=C)(=O)OC(C)(C)C (tert-butyl acrylate), OCCC=1C=C(CCN2CC3(C2)OCCN(C3)C(=O)C=3N=C(SC3)C(C)C)C=CC1 ((2-(3-(2-Hydroxyethyl)phenethyl)-5-oxa-2,8-diazaspiro[3.5]nonan-8-yl)(2-isopropylthiazol-4-yl)methanone), [OH-].C(C1=CC=CC=C1)[N+](C)(C)C (benzyltrimethylammonium hydroxide). Run in C(C)#N (acetonitrile). Conditions: time 3 hour. Yields the product C(C)(C)C=1SC=C(N1)C(=O)N1CCOC2(CN(C2)CCC=2C=C(CCOCCC(=O)OC(C)(C)C)C=CC2)C1 (tert-Butyl 3-(3-(2-(8-(2-isopropylthiazole-4-carbonyl)-5-oxa-2,8-diazaspiro[3.5]nonan-2-yl)ethyl)phenethoxy)propanoate). As a reaction SMILES: [OH:1][CH2:2][CH2:3][C:4]1[CH:5]=[C:6]([CH:28]=[CH:29][CH:30]=1)[CH2:7][CH2:8][N:9]1[CH2:12][C:11]2([CH2:17][N:16]([C:18]([C:20]3[N:21]=[C:22]([CH:25]([CH3:27])[CH3:26])[S:23][CH:24]=3)=[O:19])[CH2:15][CH2:14][O:13]2)[CH2:10]1.[C:31]([O:35][C:36]([CH3:39])([CH3:38])[CH3:37])(=[O:34])[CH:32]=[CH2:33].[OH-].C([N+](C)(C)C)C1C=CC=CC=1>C(#N)C>[CH:25]([C:22]1[S:23][CH:24]=[C:20]([C:18]([N:16]2[CH2:17][C:11]3([CH2:10][N:9]([CH2:8][CH2:7][C:6]4[CH:5]=[C:4]([CH:30]=[CH:29][CH:28]=4)[CH2:3][CH2:2][O:1][CH2:33][CH2:32][C:31]([O:35][C:36]([CH3:39])([CH3:38])[CH3:37])=[O:34])[CH2:12]3)[O:13][CH2:14][CH2:15]2)=[O:19])[N:21]=1)([CH3:27])[CH3:26] |f:2.3|. Procedure: (2-(3-(2-hydroxyethyl)phenethyl)-5-oxa-2,8-diazaspiro[3.5]nonan-8-yl)(2-isopropylthiazol-4-yl)methanone (475 mg) (example 176 step f) was dissolved in acetonitrile (2 mL) and tert-butyl acrylate (312 mg) was added followed by benzyltrimethylammonium hydroxide (0.15 mL of 40 Wt % aqueous solution). The mixture was stirred at ambient temperature for 3 hours. The volatiles were removed under reduced pressure and the residue purified (silica) eluting with 5% methanol and 1% triethylamine in ethyl ac... Reactants: C1(=CC=C(C=C1)C[C@@H]1C[C@H](C(N1C(C(C)(C)C)=O)=O)C)C1=CC=CC=C1 ((3R,5S)-5-biphenyl-4-ylmethyl-1-(2,2-dimethylpropionyl)-3-methylpyrrolidin-2-one), Cl (hydrochloric acid), C(C)(=O)O (acetic acid). Yields the product Cl.N[C@@H](C[C@H](C(=O)O)C)CC1=CC=C(C=C1)C1=CC=CC=C1 ((2R,4S)-4-amino-5-biphenyl-4-yl-2-methylpentanoic acid hydrochloride). RXN SMILES: [C:1]1([C:21]2[CH:26]=[CH:25][CH:24]=[CH:23][CH:22]=2)[CH:6]=[CH:5][C:4]([CH2:7][C@H:8]2[N:12](C(=O)C(C)(C)C)[C:11](=[O:19])[C@H:10]([CH3:20])[CH2:9]2)=[CH:3][CH:2]=1.[ClH:27].C(O)(=[O:30])C>>[ClH:27].[NH2:12][C@H:8]([CH2:7][C:4]1[CH:3]=[CH:2][C:1]([C:21]2[CH:26]=[CH:25][CH:24]=[CH:23][CH:22]=2)=[CH:6][CH:5]=1)[CH2:9][C@@H:10]([CH3:20])[C:11]([OH:19])=[O:30] |f:3.4|. Reported procedure: 5 g (3R,5S)-5-biphenyl-4-ylmethyl-3-methylpyrrolidin-2-one of example 6 were mixed with a mixture of acetic acid and concentrated hydrochloric acid (50 ml ratio 1:1) and stirred under reflux for about 20 hours. The solution was then concentrated under vacuum and the residue crystallised from acetic acid/ethyl acetate to yield 4.7 g of (2R,4S)-4-amino-5-biphenyl-4-yl-2-methylpentanoic acid hydrochloride (3-a, R1=R2=R3=H). 1H-NMR (DMSO): 1.10 (3H, s, CH3); 1.58 (1H, m, 3-CHH); 1.88 (1H, m, CHH); 2... Reactants: C(CCC)OCCCNC1=C(C=NC2=CC=CN=C12)N (N4-(3-butoxypropyl)[1,5]naphthyridine-3,4-diamine), C(CCCC)(=O)Cl (valeryl chloride), amide. Product: C(CCC)OCCCN1C(=NC=2C=NC=3C=CC=NC3C21)CCCC (1-(3-butoxypropyl)-2-butyl-1H-imidazo[4,5-c][1,5]naphthyridine). Isolated yield 63.1%. As a reaction SMILES: [CH2:1]([O:5][CH2:6][CH2:7][CH2:8][NH:9][C:10]1[C:19]2[C:14](=[CH:15][CH:16]=[CH:17][N:18]=2)[N:13]=[CH:12][C:11]=1[NH2:20])[CH2:2][CH2:3][CH3:4].[C:21](Cl)(=O)[CH2:22][CH2:23][CH2:24][CH3:25]>>[CH2:1]([O:5][CH2:6][CH2:7][CH2:8][N:9]1[C:10]2[C:19]3[N:18]=[CH:17][CH:16]=[CH:15][C:14]=3[N:13]=[CH:12][C:11]=2[N:20]=[C:21]1[CH2:22][CH2:23][CH2:24][CH3:25])[CH2:2][CH2:3][CH3:4]. Reported procedure: Using the general method of Example 73 Part A and Part B, N4-(3-butoxypropyl)[1,5]naphthyridine-3,4-diamine (3.7 g, 13.5 mmol) was reacted with valeryl chloride (1.7 mL, 14.3 mmol) and the resulting amide intermediate was cyclized to provide 2.9 g of 1-(3-butoxypropyl)-2-butyl-1H-imidazo[4,5-c][1,5]naphthyridine as a colorless oil. A small portion was purified by flash chromatography (silica gel eluting with ethyl acetate) to provide a pure sample as a white powder, m.p. 56.5-57.5° C. Analysis: ... The product is C(C)(C)(C)OC(N(CCS(=O)(=O)C)C=1C=NC=CC1C1=C(C=CC=C1)Cl)=O ([4-(2-Chloro-phenyl)-pyridin-3-yl]-(2-methanesulfonyl-ethyl)-carbamic acid tert-butyl ester). RXN SMILES: [C:1]([O:5][C:6](=[O:21])[N:7]([C:14]1[CH:15]=[N:16][CH:17]=[CH:18][C:19]=1I)[CH2:8][CH2:9][S:10]([CH3:13])(=[O:12])=[O:11])([CH3:4])([CH3:3])[CH3:2].[Cl:22][C:23]1[CH:28]=[CH:27][CH:26]=[CH:25][C:24]=1B(O)O>>[C:1]([O:5][C:6](=[O:21])[N:7]([C:14]1[CH:15]=[N:16][CH:17]=[CH:18][C:19]=1[C:24]1[CH:25]=[CH:26][CH:27]=[CH:28][C:23]=1[Cl:22])[CH2:8][CH2:9][S:10]([CH3:13])(=[O:12])=[O:11])([CH3:4])([CH3:3])[CH3:2]. Reactants: C(C)(C)(C)OC(N(CCS(=O)(=O)C)C=1C=NC=CC1I)=O ((4-iodo-pyridin-3-yl)-(2-methanesulfonyl-ethyl)-carbamic acid tert-butyl ester), ClC1=C(C=CC=C1)B(O)O (2-chlorophenylboronic acid). Procedure details: The title compound was prepared in analogy to example 72, from (4-iodo-pyridin-3-yl)-(2-methanesulfonyl-ethyl)-carbamic acid tert-butyl ester and 2-chlorophenylboronic acid (CAS RN 1679-18-1). The product was purified by preparative HPLC (phenomenex gemini column) with a gradient of acetonitrile:water (containing 0.05% formic acid) (10:90 to 98:2). Light brown foam (67%). MS (ESI): m/z=411.11 [M+H]+. Starting materials: Sc1ccccc1Br, O=C([O-])[O-], CS(C)=O, O=Cc1ccc(F)cc1, [K+], [K+]. Yields the product O=Cc1ccc(Sc2ccccc2Br)cc1. Reaction SMILES: [Br:10][c:11]1[c:12]([SH:17])[cH:13][cH:14][cH:15][cH:16]1.[C:18](=[O:19])([O-:20])[O-:21].[CH3:24][S:25]([CH3:26])=[O:27].[F:1][c:2]1[cH:3][cH:4][c:5]([CH:6]=[O:7])[cH:8][cH:9]1.[K+:22].[K+:23]>>[c:2]1([S:17][c:12]2[c:11]([Br:10])[cH:16][cH:15][cH:14][cH:13]2)[cH:3][cH:4][c:5]([CH:6]=[O:7])[cH:8][cH:9]1. Reactants: CC(C)S(=O)(=O)NC1COCC1Oc1ccc(Br)cc1, CC(C)c1cc(C(C)C)c(-c2ccccc2P(C2CCCCC2)C2CCCCC2)c(C(C)C)c1, [F-], [K+], CC(=O)[O-], CC(=O)[O-], OB(O)c1ccccc1, [Pd+2]. Product: CC(C)S(=O)(=O)NC1COCC1Oc1ccc(-c2ccccc2)cc1. As a reaction SMILES: [Br:1][c:2]1[cH:3][cH:4][c:5]([O:6][CH:7]2[CH:8]([NH:12][S:13](=[O:14])(=[O:15])[CH:16]([CH3:17])[CH3:18])[CH2:9][O:10][CH2:11]2)[cH:19][cH:20]1.[CH:30]1([P:31]([CH:32]2[CH2:33][CH2:34][CH2:35][CH2:36][CH2:37]2)[c:38]2[cH:39][cH:40][cH:41][cH:42][c:43]2-[c:44]2[c:45]([CH:46]([CH3:47])[CH3:48])[cH:49][c:50]([CH:51]([CH3:52])[CH3:53])[cH:54][c:55]2[CH:56]([CH3:57])[CH3:58])[CH2:59][CH2:60][CH2:61][CH2:62][CH2:63]1.[F-:64].[K+:65].[O-:67][C:68]([CH3:69])=[O:70].[O-:71][C:72]([CH3:73])=[O:74].[OH:21][B:22]([OH:23])[c:24]1[cH:25][cH:26][cH:27][cH:28][cH:29]1.[Pd+2:66]>>[c:2]1(-[c:24]2[cH:25][cH:26][cH:27][cH:28][cH:29]2)[cH:3][cH:4][c:5]([O:6][CH:7]2[CH:8]([NH:12][S:13](=[O:14])(=[O:15])[CH:16]([CH3:17])[CH3:18])[CH2:9][O:10][CH2:11]2)[cH:19][cH:20]1. Reactants: C(C)OC(=O)C=1N=CC=2N(C3=CC=CC(=C3C2C1)CCBr)C(C)=O (9-acetyl-5-bromoethyl-beta-carboline-3-carboxylic acid ethyl ester), N1CCOCC1 (morpholine), C(C)O (ethanol), O (water). Run at time 8 hour. Product: C(C)OC(=O)C=1N=C(C=2NC3=CC=CC(=C3C2C1)N1CCOCC1)C (5-morpholino-methyl-beta-carboline-3-carboxylic acid ethyl ester). RXN SMILES: [CH2:1]([O:3][C:4]([C:6]1[N:7]=[CH:8][C:9]2[N:10](C(=O)C)[C:11]3[C:16]([C:17]=2[CH:18]=1)=[C:15](CCBr)[CH:14]=[CH:13][CH:12]=3)=[O:5])[CH3:2].[NH:25]1[CH2:30][CH2:29][O:28][CH2:27][CH2:26]1.O.[CH2:32](O)C>>[CH2:1]([O:3][C:4]([C:6]1[N:7]=[C:8]([CH3:32])[C:9]2[NH:10][C:11]3[C:16]([C:17]=2[CH:18]=1)=[C:15]([N:25]1[CH2:30][CH2:29][O:28][CH2:27][CH2:26]1)[CH:14]=[CH:13][CH:12]=3)=[O:5])[CH3:2]. Reported procedure: Under nitrogen, a solution of 0.19 g of 9-acetyl-5-bromoethyl-beta-carboline-3-carboxylic acid ethyl ester in 5 ml of ethanol is mixed with 1 ml of morpholine and stirred overnight at room temperature. After addition of water the crystallizate is suctioned off and recrystallized from ethanol/diethylether. 0.11 g (64%) is obtained. Melting point 285° C. The reactants are C(C)N1CCN(CC1)CC1=CC=C(C=C1)NC1=NC=CC(=N1)C=1C(=NNC1)C1=CC=C(C=C1)C ([4-(4-Ethyl-piperazin-1-ylmethyl)-phenyl]-[4-(3-p-tolyl-1H-pyrazol-4-yl)-pyrimidin-2-yl]-amine), CN(C)C(OC)OC (DMF-DMA), CN(C)C(OC)OC (DMF-DMA). Solvent: C1(=CC=CC=C1)C (toluene). Conditions: time 61 hour. Yields the product C(C)N1CCN(CC1)CC1=CC=C(C=C1)NC1=NC=CC(=N1)C=1C(=NN(C1)C)C1=CC=C(C=C1)C ([4-(4-Ethyl-piperazin-1-ylmethyl)-phenyl]-[4-(1-methyl-3-p-tolyl-1H-pyrazol-4-yl)-pyrimidin-2-yl]-amine). As a reaction SMILES: [CH2:1]([N:3]1[CH2:8][CH2:7][N:6]([CH2:9][C:10]2[CH:15]=[CH:14][C:13]([NH:16][C:17]3[N:22]=[C:21]([C:23]4[C:24]([C:28]5[CH:33]=[CH:32][C:31]([CH3:34])=[CH:30][CH:29]=5)=[N:25][NH:26][CH:27]=4)[CH:20]=[CH:19][N:18]=3)=[CH:12][CH:11]=2)[CH2:5][CH2:4]1)[CH3:2].[CH3:35]N(C(OC)OC)C>C1(C)C=CC=CC=1>[CH2:1]([N:3]1[CH2:4][CH2:5][N:6]([CH2:9][C:10]2[CH:11]=[CH:12][C:13]([NH:16][C:17]3[N:22]=[C:21]([C:23]4[C:24]([C:28]5[CH:29]=[CH:30][C:31]([CH3:34])=[CH:32][CH:33]=5)=[N:25][N:26]([CH3:35])[CH:27]=4)[CH:20]=[CH:19][N:18]=3)=[CH:14][CH:15]=2)[CH2:7][CH2:8]1)[CH3:2]. Procedure details: [4-(4-Ethyl-piperazin-1-ylmethyl)-phenyl]-[4-(3-p-tolyl-1H-pyrazol-4-yl)-pyrimidin-2-yl]-amine (Example 101) (165 mg; 0.364 mMol) is suspendend in toluene (3 mL) and treated with DMF-DMA (168 mg; 1.32 mMol, 187 μL) at rt. The mixture is stirred at reflux for a total of 102 h whereby additional DMF-DMA is added after 48 h (187 μL), after 61 h (187 μL) and after 82 h (374 μL). Upon completion of the reaction and cooling to rt the solvent is removed under reduced pressure. The crude product mixture...